From a dataset of the Open Reaction Database (ORD), a public repository of structured organic reaction records. describe an organic reaction: reactants, conditions, products, and yield The reactants are Clc1ncnc2nc[nH]c12, NCC1CCN(C(=O)OCc2ccccc2)CC1, [Na+], O=C([O-])O, CN(C)C=O. The product is O=C(OCc1ccccc1)N1CCC(CNc2ncnc3[nH]cnc23)CC1. As a reaction SMILES: [Cl:19][c:20]1[c:21]2[nH:22][cH:23][n:24][c:25]2[n:26][cH:27][n:28]1.[NH2:1][CH2:2][CH:3]1[CH2:4][CH2:5][N:6]([C:9](=[O:10])[O:11][CH2:12][c:13]2[cH:14][cH:15][cH:16][cH:17][cH:18]2)[CH2:7][CH2:8]1.[Na+:38].[O-:34][C:35]([OH:36])=[O:37].[O:29]=[CH:30][N:31]([CH3:32])[CH3:33]>>[NH:1]([CH2:2][CH:3]1[CH2:4][CH2:5][N:6]([C:9](=[O:10])[O:11][CH2:12][c:13]2[cH:14][cH:15][cH:16][cH:17][cH:18]2)[CH2:7][CH2:8]1)[c:20]1[c:21]2[n:22][cH:23][nH:24][c:25]2[n:26][cH:27][n:28]1. Starting materials: IC1=CC=C(C=C1)CCC(=O)OC (methyl 3-(4-iodophenyl)propanoate), C(#C)C1=CC(=CC=C1)C#C (1,3-diethynylbenzene). Yields the product C(#C)C=1C=C(C=CC1)C#CC1=CC=C(C=C1)CCC(=O)OC (Methyl 3-(4-((3-ethynylphenyl)ethynyl)phenyl)propanoate), yellow-brown gummy oil. The yield is 43.0%. RXN SMILES: I[C:2]1[CH:7]=[CH:6][C:5]([CH2:8][CH2:9][C:10]([O:12][CH3:13])=[O:11])=[CH:4][CH:3]=1.[C:14]([C:16]1[CH:21]=[CH:20][CH:19]=[C:18]([C:22]#[CH:23])[CH:17]=1)#[CH:15]>>[C:14]([C:16]1[CH:17]=[C:18]([C:22]#[C:23][C:2]2[CH:7]=[CH:6][C:5]([CH2:8][CH2:9][C:10]([O:12][CH3:13])=[O:11])=[CH:4][CH:3]=2)[CH:19]=[CH:20][CH:21]=1)#[CH:15]. Procedure details: The title compound was prepared from methyl 3-(4-iodophenyl)propanoate (120 mg, 0.41 mmol) and 1,3-diethynylbenzene (0.06 mL, 0.45 mmol) according to the general procedure IC, with the exception that the reaction was performed at room temperature, to give 52 mg (43%) of an yellow-brown gummy oil after purification by flash chromatography (SiO2, EtOAc/hexanes, 1:3). Rf: 0.41 (EtOAc:hexanes, 1:2); 1HNMR (CDCl3) δ 7.65 (s, 1H), 7.49-7.42 (m, 4H), 6.31-7.29 (m, 1H), 7.19-7.17 (m, 2H), 3.67 (s, 3H), ... Starting materials: C(#N)N1CCC(CC1)N(C(C1=CC=C(C=C1)C1=CN=CO1)=O)C1CC1 (N-(1-cyano-piperidin-4-yl)-N-cyclopropyl-4-oxazol-5-yl-benzamide), ONC(=N)C1=CSC=C1 (N-hydroxy-thiophene-3-carboxamidine). Product: C1(CC1)N(C(C1=CC=C(C=C1)C1=CN=CO1)=O)C1CCN(CC1)C1=NC(=NO1)C1=CSC=C1 (N-Cyclopropyl-4-oxazol-5-yl-N-[1-(3-thiophen-3-yl-[1,2,4]oxadiazol-5-yl)-piperidin-4-yl]-benzamide). Reaction SMILES: [C:1]([N:3]1[CH2:8][CH2:7][CH:6]([N:9]([CH:23]2[CH2:25][CH2:24]2)[C:10](=[O:22])[C:11]2[CH:16]=[CH:15][C:14]([C:17]3[O:21][CH:20]=[N:19][CH:18]=3)=[CH:13][CH:12]=2)[CH2:5][CH2:4]1)#[N:2].[OH:26][NH:27][C:28]([C:30]1[CH:34]=[CH:33][S:32][CH:31]=1)=N>>[CH:23]1([N:9]([CH:6]2[CH2:5][CH2:4][N:3]([C:1]3[O:26][N:27]=[C:28]([C:30]4[CH:34]=[CH:33][S:32][CH:31]=4)[N:2]=3)[CH2:8][CH2:7]2)[C:10](=[O:22])[C:11]2[CH:12]=[CH:13][C:14]([C:17]3[O:21][CH:20]=[N:19][CH:18]=3)=[CH:15][CH:16]=2)[CH2:25][CH2:24]1. Procedure details: The title compound is prepared from N-(1-cyano-piperidin-4-yl)-N-cyclopropyl-4-oxazol-5-yl-benzamide and N-hydroxy-thiophene-3-carboxamidine following a procedure analogous to that described in Example 1. LC (method 6): tR=1.78 min; Mass spectrum (ESI+): m/z=462 [M+H]+. The reactants are CC(C)(C)OC(=O)N1CC2(CC1C(=O)O)C(=O)Nc1ccccc12, CNOC, Cl. Yields the product CON(C)C(=O)C1CC2(CN1C(=O)OC(C)(C)C)C(=O)Nc1ccccc12. RXN SMILES: [C:1]([CH3:2])([CH3:3])([CH3:4])[O:5][C:6](=[O:7])[N:8]1[CH2:9][C:10]2([C:11](=[O:19])[NH:12][c:13]3[cH:14][cH:15][cH:16][cH:17][c:18]32)[CH2:20][CH:21]1[C:22](=[O:23])[OH:24].[CH3:26][NH:27][O:28][CH3:29].[ClH:25]>>[C:1]([CH3:2])([CH3:3])([CH3:4])[O:5][C:6](=[O:7])[N:8]1[CH2:9][C:10]2([C:11](=[O:19])[NH:12][c:13]3[cH:14][cH:15][cH:16][cH:17][c:18]32)[CH2:20][CH:21]1[C:22](=[O:24])[N:27]([CH3:26])[O:28][CH3:29]. Reactants: O.ON1N=NC2=C1C=CC=C2 (1-hydroxybenzotriazole hydrate), Cl.CN(CCCN=C=NCC)C (1-(3-dimethylaminopropyl)-3-ethylcarbodiimide hydrochloride), ClC1=CC2=C(OC(=C2)S(=O)(=O)N2CCNCC2)C=C1 (1-(5-chlorobenzo[b]furan-2-ylsulphonyl)piperazine), N1=CC=C(C=C1)C1=CC=C(C(=O)O)C=C1 (4-(4-pyridyl)benzoic acid). Run in CN(C=O)C (dimethylformamide). Conditions: time 8 hour. Yields the product ClC1=CC2=C(OC(=C2)S(=O)(=O)N2CCN(CC2)C(C2=CC=C(C=C2)C2=CC=NC=C2)=O)C=C1 (1-(5-chlorobenzo[b]furan-2-ylsulphonyl)-4-[4-(4-pyridyl)benzoyl]piperazine). Yield: 12.4%. Reaction SMILES: [N:1]1[CH:6]=[CH:5][C:4]([C:7]2[CH:15]=[CH:14][C:10]([C:11]([OH:13])=O)=[CH:9][CH:8]=2)=[CH:3][CH:2]=1.O.ON1C2C=CC=CC=2N=N1.Cl.CN(C)CCCN=C=NCC.[Cl:39][C:40]1[CH:57]=[CH:56][C:43]2[O:44][C:45]([S:47]([N:50]3[CH2:55][CH2:54][NH:53][CH2:52][CH2:51]3)(=[O:49])=[O:48])=[CH:46][C:42]=2[CH:41]=1>CN(C)C=O>[Cl:39][C:40]1[CH:57]=[CH:56][C:43]2[O:44][C:45]([S:47]([N:50]3[CH2:51][CH2:52][N:53]([C:11](=[O:13])[C:10]4[CH:9]=[CH:8][C:7]([C:4]5[CH:3]=[CH:2][N:1]=[CH:6][CH:5]=5)=[CH:15][CH:14]=4)[CH2:54][CH2:55]3)(=[O:48])=[O:49])=[CH:46][C:42]=2[CH:41]=1 |f:1.2,3.4|. Procedure details: A stirred suspension of 4-(4-pyridyl)benzoic acid (133 mg, 0.67 mmol) in dimethylformamide (5 ml) was treated sequentially with 1-hydroxybenzotriazole hydrate (HOBT, 108 mg, 0.8 mmol), 1-(3-dimethylaminopropyl)-3-ethylcarbodiimide hydrochloride (EDAC, 153 mg, 0.8 mmol) and 1-(5-chlorobenzo[b]furan-2-ylsulphonyl)piperazine (201 mg, 0.67 mmol). After stirring overnight the solvent was removed in vacuo and the residue chromatographed (Merck Art 9385 silica, eluting with dichloromethane containing 2... Reactants: O=[N+]([O-])c1ccc(Br)cn1, O=C([O-])[O-], CCOC(C)=O, Oc1ccnc(Cl)c1, [Cs+], [Cs+], CN(C)C=O. Product: O=[N+]([O-])c1ccc(Oc2ccnc(Cl)c2)cn1. Reaction SMILES: [Br:1][c:2]1[cH:3][cH:4][c:5]([N+:8](=[O:9])[O-:10])[n:6][cH:7]1.[C:11](=[O:12])([O-:13])[O-:14].[CH3:30][CH2:31][O:32][C:33](=[O:34])[CH3:35].[Cl:17][c:18]1[n:19][cH:20][cH:21][c:22]([OH:24])[cH:23]1.[Cs+:15].[Cs+:16].[O:25]=[CH:26][N:27]([CH3:28])[CH3:29]>>[c:2]1([O:24][c:22]2[cH:21][cH:20][n:19][c:18]([Cl:17])[cH:23]2)[cH:3][cH:4][c:5]([N+:8](=[O:9])[O-:10])[n:6][cH:7]1.